This data is from the Open Reaction Database (ORD), a public repository of structured organic reaction records. The task is: describe an organic reaction: reactants, conditions, products, and yield Reactants: C(C)(=O)OCC1=NC(=C(C(=O)OC)C=C1)C=1N(C(C(N1)(C)C(C)C)=O)C(C)=O (methyl 6-acetoxymethyl-2-(1-acetyl-4-isopropyl-4-methyl-5-oxo-2-imidazolin-2-yl)nicotinate), C[O-].[Na+] (sodium methoxide), C(C)(=O)O (acetic acid). Procedure details: A solution of 16.7 g of methyl 6-acetoxymethyl-2-(1-acetyl-4-isopropyl-4-methyl-5-oxo-2-imidazolin-2-yl)nicotinate in 125 mL methanol containing 0.7 g of sodium methoxide is stirred at room temperature for 16 hours. The solution is adjusted to pH 5 with acetic acid and concentrated in vacuo. The residue is chromatographed on silica gel using ether-methanol as eluant to give the desired product as a solid. Recrystallization from methylene chloride-hexane gives analytically pure material, mp 115°-... Yields the product OCC1=NC(=C(C(=O)OC)C=C1)C=1NC(C(N1)(C)C(C)C)=O (methyl 6-hydroxymethyl-2-(4-isopropyl-4-methyl-5-oxo-2 -imidazolin-2-yl)nicotinate). Run in CO (methanol). Reaction SMILES: C([O:4][CH2:5][C:6]1[CH:15]=[CH:14][C:9]([C:10]([O:12][CH3:13])=[O:11])=[C:8]([C:16]2[N:17](C(=O)C)[C:18](=[O:25])[C:19]([CH:22]([CH3:24])[CH3:23])([CH3:21])[N:20]=2)[N:7]=1)(=O)C.C[O-].[Na+].C(O)(=O)C>CO>[OH:4][CH2:5][C:6]1[CH:15]=[CH:14][C:9]([C:10]([O:12][CH3:13])=[O:11])=[C:8]([C:16]2[NH:17][C:18](=[O:25])[C:19]([CH:22]([CH3:23])[CH3:24])([CH3:21])[N:20]=2)[N:7]=1 |f:1.2|. RXN SMILES: [C:22](=[O:23])([O-:24])[O-:25].[CH2:31]1[CH2:32][NH:33][CH2:34]1.[CH2:46]([O:47][CH2:48][CH3:49])[CH3:50].[CH3:1][S:2]([O:3][CH:6]1[CH2:7][N:8]([c:12]2[s:13][c:14]3[c:15]([n:16]2)[cH:17][cH:18][c:19]([Br:21])[cH:20]3)[CH2:9][CH2:10][CH2:11]1)(=[O:4])=[O:5].[CH3:28][C:29]#[N:30].[CH3:35][CH2:36][O:37][CH2:38][CH3:39].[CH3:40][CH2:41][CH2:42][CH2:43][CH2:44][CH3:45].[K+:26].[K+:27]>>[CH:6]1([N:33]2[CH2:32][CH2:31][CH2:34]2)[CH2:7][N:8]([c:12]2[s:13][c:14]3[c:15]([n:16]2)[cH:17][cH:18][c:19]([Br:21])[cH:20]3)[CH2:9][CH2:10][CH2:11]1. Starting materials: O=C([O-])[O-], C1CNC1, CCOCC, CS(=O)(=O)OC1CCCN(c2nc3ccc(Br)cc3s2)C1, CC#N, CCOCC, CCCCCC, [K+], [K+]. The product is Brc1ccc2nc(N3CCCC(N4CCC4)C3)sc2c1. The reactants are O=C([O-])[O-], C1COCCO1, COc1ccc(CCN)cc1, CCn1ncc(Cl)c(Cl)c1=O, [K+], [K+], O. The product is CCn1ncc(NCCc2ccc(OC)cc2)c(Cl)c1=O. As a reaction SMILES: [C:23](=[O:24])([O-:25])[O-:26].[CH2:30]1[O:31][CH2:32][CH2:33][O:34][CH2:35]1.[CH3:12][O:13][c:14]1[cH:15][cH:16][c:17]([CH2:18][CH2:19][NH2:20])[cH:21][cH:22]1.[Cl:1][c:2]1[c:3](=[O:11])[n:4]([CH2:9][CH3:10])[n:5][cH:6][c:7]1[Cl:8].[K+:27].[K+:28].[OH2:29]>>[Cl:1][c:2]1[c:3](=[O:11])[n:4]([CH2:9][CH3:10])[n:5][cH:6][c:7]1[NH:20][CH2:19][CH2:18][c:17]1[cH:16][cH:15][c:14]([O:13][CH3:12])[cH:22][cH:21]1. Starting materials: CC(=O)[O-], CC(C)(C)c1nc(C=O)nc(C(C)(C)C)c1O, CC(=O)O, CCO, NN1C(=O)CSC1=S, [Na+], O. Product: CC(C)(C)c1nc(C=C2SC(=S)N(N)C2=O)nc(C(C)(C)C)c1O. RXN SMILES: [CH3:19][C:20](=[O:21])[O-:22].[CH3:1][C:2]([CH3:3])([CH3:4])[c:5]1[n:6][c:7]([CH:16]=[O:17])[n:8][c:9]([C:12]([CH3:13])([CH3:14])[CH3:15])[c:10]1[OH:11].[CH3:31][C:32](=[O:33])[OH:34].[CH3:35][CH2:36][OH:37].[NH2:23][N:24]1[C:25](=[S:30])[S:26][CH2:27][C:28]1=[O:29].[Na+:18].[OH2:38]>>[CH3:1][C:2]([CH3:3])([CH3:4])[c:5]1[n:6][c:7]([CH:16]=[C:27]2[S:26][C:25](=[S:30])[N:24]([NH2:23])[C:28]2=[O:29])[n:8][c:9]([C:12]([CH3:13])([CH3:14])[CH3:15])[c:10]1[OH:11]. Starting materials: CN(C1=NC=C(C=N1)C1=N[C@@H]2CC[C@H](C[C@@H]2C2=CC(=C(C=C12)OC)OCC)O)C ((2R,4aR,10bR)-6-(2-Dimethylamino-pyrimidin-5-yl)-9-ethoxy-8-methoxy-1,2,3,4,4a,10b-hexahydro-phenanthridin-2-ol), C(\C=C\C(=O)O)(=O)O (fumaric acid). The solvent is ClCCl (dichloromethane), CC(=O)C (acetone), C(C)(C)O (isopropanol). The product is C(\C=C\C(=O)O)(=O)O.CN(C1=NC=C(C=N1)C1=N[C@@H]2CC[C@H](C[C@@H]2C2=CC(=C(C=C12)OC)OCC)O)C ((2R,4aR,10bR)-6-(2-Dimethylamino-pyrimidin-5-yl)-9-ethoxy-8-methoxy-1,2,3,4,4a,10b-hexahydro-phenanthridin-2-ol fumarate). Yield: 44.7%. RXN SMILES: [CH3:1][N:2]([CH3:29])[C:3]1[N:8]=[CH:7][C:6]([C:9]2[C:22]3[C:17](=[CH:18][C:19]([O:25][CH2:26][CH3:27])=[C:20]([O:23][CH3:24])[CH:21]=3)[C@@H:16]3[C@@H:11]([CH2:12][CH2:13][C@@H:14]([OH:28])[CH2:15]3)[N:10]=2)=[CH:5][N:4]=1.[C:30]([OH:37])(=[O:36])/[CH:31]=[CH:32]/[C:33]([OH:35])=[O:34]>ClCCl.CC(C)=O.C(O)(C)C>[C:30]([OH:37])(=[O:36])/[CH:31]=[CH:32]/[C:33]([OH:35])=[O:34].[CH3:29][N:2]([CH3:1])[C:3]1[N:4]=[CH:5][C:6]([C:9]2[C:22]3[C:17](=[CH:18][C:19]([O:25][CH2:26][CH3:27])=[C:20]([O:23][CH3:24])[CH:21]=3)[C@@H:16]3[C@@H:11]([CH2:12][CH2:13][C@@H:14]([OH:28])[CH2:15]3)[N:10]=2)=[CH:7][N:8]=1 |f:5.6|. Procedure: (2R,4aR,10bR)-6-(2-Dimethylamino-pyrimidin-5-yl)-9-ethoxy-8-methoxy-1,2,3,4,4a,10b-hexahydro-phenanthridin-2-ol (39.4 mg, 0.1 mmol) are dissolved in 1.0 ml of dichloromethane. 12.8 mg (0.11 mmol) of fumaric acid (dissolved in 0.5 ml of a 82:18 mixture of acetone and isopropanol) are added. The crystals are filtered off and dried to obtain 22.9 mg (45%) of the title compound (m.p.: 210° C.). The reactants are BrC1=CC(=C(C=C1F)N1C(NN=C1C[C@H]1CN(CC1)C(=O)C1CC1)=O)F (4-(4-bromo-2,5-difluorophenyl)-5-{[(3S)-1-(cyclopropylcarbonyl)-3-pyrrolidinyl]methyl}-2,4-dihydro-3H-1,2,4-triazol-3-one), CC1(OB(OC1(C)C)C=1C=CC2=C(C=CO2)C1)C (5-(4,4,5,5-tetramethyl-1,3,2-dioxaborolan-2-yl)-1-benzofuran), C([O-])([O-])=O.[Cs+].[Cs+] (cesium carbonate). Reagents/catalysts: C1=CC=C(C=C1)P([C-]2C=CC=C2)C3=CC=CC=C3.C1=CC=C(C=C1)P([C-]2C=CC=C2)C3=CC=CC=C3.Cl[Pd]Cl.[Fe+2].ClCCl (dichloro[1,1′-bis(diphenylphosphino)ferrocene]palladium(II) dichloromethane). Conditions: temperature 100 celsius. Yields the product O1C=CC2=C1C=CC(=C2)C2=CC(=C(C=C2F)N2C(NN=C2C[C@H]2CN(CC2)C(=O)C2CC2)=O)F (4-[4-(1-benzofuran-5-yl)-2,5-difluorophenyl]-5-{[(3S)-1-(cyclopropylcarbonyl)-3-pyrrolidinyl]methyl}-2,4-dihydro-3H-1,2,4-triazol-3-one). The yield is 46.0%. Reaction SMILES: Br[C:2]1[C:7]([F:8])=[CH:6][C:5]([N:9]2[C:13]([CH2:14][C@@H:15]3[CH2:19][CH2:18][N:17]([C:20]([CH:22]4[CH2:24][CH2:23]4)=[O:21])[CH2:16]3)=[N:12][NH:11][C:10]2=[O:25])=[C:4]([F:26])[CH:3]=1.CC1(C)C(C)(C)OB([C:35]2[CH:36]=[CH:37][C:38]3[O:42][CH:41]=[CH:40][C:39]=3[CH:43]=2)O1.C(=O)([O-])[O-].[Cs+].[Cs+]>C1C=CC(P(C2C=CC=CC=2)[C-]2C=CC=C2)=CC=1.C1C=CC(P(C2C=CC=CC=2)[C-]2C=CC=C2)=CC=1.Cl[Pd]Cl.[Fe+2].ClCCl>[O:42]1[C:38]2[CH:37]=[CH:36][C:35]([C:2]3[C:7]([F:8])=[CH:6][C:5]([N:9]4[C:13]([CH2:14][C@@H:15]5[CH2:19][CH2:18][N:17]([C:20]([CH:22]6[CH2:24][CH2:23]6)=[O:21])[CH2:16]5)=[N:12][NH:11][C:10]4=[O:25])=[C:4]([F:26])[CH:3]=3)=[CH:43][C:39]=2[CH:40]=[CH:41]1 |f:2.3.4,5.6.7.8.9|. Procedure: To a microwave vial were added 4-(4-bromo-2,5-difluorophenyl)-5-{[(3S)-1-(cyclopropylcarbonyl)-3-pyrrolidinyl]methyl}-2,4-dihydro-3H-1,2,4-triazol-3-one (50 mg, 0.117 mmol), 5-(4,4,5,5-tetramethyl-1,3,2-dioxaborolan-2-yl)-1-benzofuran (42.8 mg, 0.176 mmol), cesium carbonate (114 mg, 0.351 mmol), and dichloro[1,1′-bis(diphenylphosphino)ferrocene]palladium(II)-dichloromethane adduct (6.0 mg, 0.00735 mmol). The mixture was purged with nitrogen followed by the addition of 1,4-dioxane (1 mL) and wate... The reactants are O=C(Cl)c1ccccc1Br, O=C([O-])[O-], C[Si](C)(C)CCc1ccccc1N, CC#N, [K+], [K+], O. Product: C[Si](C)(C)CCc1ccccc1NC(=O)c1ccccc1Br. As a reaction SMILES: [Br:14][c:15]1[c:16]([C:17](=[O:18])[Cl:19])[cH:20][cH:21][cH:22][cH:23]1.[C:24](=[O:25])([O-:26])[O-:27].[CH3:1][Si:2]([CH2:3][CH2:4][c:5]1[c:6]([NH2:11])[cH:7][cH:8][cH:9][cH:10]1)([CH3:12])[CH3:13].[CH3:31][C:32]#[N:33].[K+:28].[K+:29].[OH2:30]>>[CH3:1][Si:2]([CH2:3][CH2:4][c:5]1[c:6]([NH:11][C:17]([c:16]2[c:15]([Br:14])[cH:23][cH:22][cH:21][cH:20]2)=[O:18])[cH:7][cH:8][cH:9][cH:10]1)([CH3:12])[CH3:13].